Dataset: the Open Reaction Database (ORD), a public repository of structured organic reaction records. Task: describe an organic reaction: reactants, conditions, products, and yield Starting materials: C(C)(C)[C@H]1[C@@H](C[C@@H](CC1)C)C=O ((1R,2S,5R)-2-isopropyl-5-methylcyclohexanecarbaldehyde), C(CCC)[Mg]Br (butyl magnesium bromide). The product is C(C)(C)[C@H]1C(C[C@@H](CC1)C)C(CCCC)=O (1-((2S,5R)-2-isopropyl-5-methylcyclohexyl)pentan-1-one). As a reaction SMILES: [CH:1]([C@@H:4]1[CH2:9][CH2:8][C@@H:7]([CH3:10])[CH2:6][C@H:5]1[CH:11]=[O:12])([CH3:3])[CH3:2].[CH2:13]([Mg]Br)[CH2:14][CH2:15][CH3:16]>>[CH:1]([C@@H:4]1[CH2:9][CH2:8][C@@H:7]([CH3:10])[CH2:6][CH:5]1[C:11](=[O:12])[CH2:13][CH2:14][CH2:15][CH3:16])([CH3:3])[CH3:2]. Procedure: The title compound was prepared following the general procedure of Example 1 starting from (1R,2S,5R)-2-isopropyl-5-methylcyclohexanecarbaldehyde and butyl magnesium bromide. The reactants are C(C)OC(COC1=NC(=C(C=C1Cl)Cl)F)=O (Ethyl(3,5-dichloro-6-fluoro-2-pyridyloxy)-acetate), [OH-].[Na+] (sodium hydroxide). Reagents/catalysts: [Ni] (nickel). Run in O (water). Product: FC1=C(C=C(C(=N1)O)Cl)Cl (6-Fluoro-3,5-dichloro-2-pyridinol). RXN SMILES: C(OC(=O)C[O:6][C:7]1[C:12]([Cl:13])=[CH:11][C:10]([Cl:14])=[C:9]([F:15])[N:8]=1)C.[OH-].[Na+]>[Ni].O>[F:15][C:9]1[N:8]=[C:7]([OH:6])[C:12]([Cl:13])=[CH:11][C:10]=1[Cl:14] |f:1.2|. Procedure details: To a 500 milliliter nickel lined reaction bomb was added 10 grams (0.05 mole) of 3,5-dichloro-2,6-difluoropyridine (prepared as above, Example I), 4.4 grams (0.11 mole) of sodium hydroxide and 65 milliliters of water. The bomb was sealed and the reaction carried out at 125° C. for 21/2 hours. At the completion of the reaction, the bomb was opened and the contents, which consisted of a crystalline meterial and a dark liquid, were removed. The mixture was heated until the crystals went into soluti... Reactants: C1(CCCCC1)CS(=O)(=O)N1[C@@H](CCCC1)/C(/N)=N/O ((Z)-(2S)-1-[cyclohexylmethylsulfonyl]-N′2-hydroxy-2-piperidinecarboximidamide), CN(CCC(=O)O)C (3-(dimethylamino)propanoic acid), CN1CCOCC1 (N-methyl morpholine), O.OC1=CC=CC=2NN=NC21 (hydroxybenzotriazole hydrate), Cl.CN(CCCN=C=NCC)C (1-(3-dimethylaminopropyl)-3-ethylcarbodiimide hydrochloride). Product: C1(CCCCC1)CS(=O)(=O)N1[C@@H](CCCC1)/C(/N)=N/OC(CCN(C)C)=O ((Z)-(2S)-1-[(cyclohexylmethyl)sulfonyl]-N′2-[3-(dimethylamino)propanoyl]oxy-2-piperidinecarboximidamide). As a reaction SMILES: [CH:1]1([CH2:7][S:8]([N:11]2[CH2:16][CH2:15][CH2:14][CH2:13][C@H:12]2/[C:17](=[N:19]/[OH:20])/[NH2:18])(=[O:10])=[O:9])[CH2:6][CH2:5][CH2:4][CH2:3][CH2:2]1.[CH3:21][N:22]([CH3:28])[CH2:23][CH2:24][C:25](O)=[O:26].CN1CCOCC1.O.OC1C2N=NNC=2C=CC=1.Cl.CN(C)CCCN=C=NCC>>[CH:1]1([CH2:7][S:8]([N:11]2[CH2:16][CH2:15][CH2:14][CH2:13][C@H:12]2/[C:17](=[N:19]/[O:20][C:25](=[O:26])[CH2:24][CH2:23][N:22]([CH3:28])[CH3:21])/[NH2:18])(=[O:9])=[O:10])[CH2:2][CH2:3][CH2:4][CH2:5][CH2:6]1 |f:3.4,5.6|. Procedure details: The title compound was prepared by the method of Preparation 5 from (Z)-(2S)-1-[cyclohexylmethylsulfonyl]-N′2-hydroxy-2-piperidinecarboximidamide [see Preparation 28], 3-(dimethylamino)propanoic acid [Papapoulos, et al, WO 9619998A1], N-methyl morpholine, hydroxybenzotriazole hydrate and 1-(3-dimethylaminopropyl)-3-ethylcarbodiimide hydrochloride, to afford (Z)-(2S)-1-[(cyclohexylmethyl)sulfonyl]-N′2-[3-(dimethylamino)propanoyl]oxy-2-piperidinecarboximidamide as an oil. Starting materials: COc1ccc(C=O)cc1, CC(N)c1ccccc1, CO, [H][H]. Product: COc1ccc(CNC(C)c2ccccc2)cc1. RXN SMILES: [CH3:10][O:11][c:12]1[cH:13][cH:14][c:15]([CH:16]=[O:17])[cH:18][cH:19]1.[CH3:1][CH:2]([NH2:3])[c:4]1[cH:5][cH:6][cH:7][cH:8][cH:9]1.[CH3:22][OH:23].[H:20][H:21]>>[CH3:1][CH:2]([NH:3][CH2:16][c:15]1[cH:14][cH:13][c:12]([O:11][CH3:10])[cH:19][cH:18]1)[c:4]1[cH:5][cH:6][cH:7][cH:8][cH:9]1. The reactants are CCOC(=O)c1ccc(N(NC(C)=O)C(=O)OC(C)(C)C)cc1, CI, CCOC(C)=O, [H-], [Na+], CN(C)C=O. Product: CCOC(=O)c1ccc(N(C(=O)OC(C)(C)C)N(C)C(C)=O)cc1. As a reaction SMILES: [C:1]([CH3:2])(=[O:3])[NH:4][N:5]([C:6](=[O:7])[O:8][C:9]([CH3:10])([CH3:11])[CH3:12])[c:13]1[cH:14][cH:15][c:16]([C:19](=[O:20])[O:21][CH2:22][CH3:23])[cH:17][cH:18]1.[CH3:24][I:25].[CH3:33][CH2:34][O:35][C:36](=[O:37])[CH3:38].[H-:26].[Na+:27].[O:28]=[CH:29][N:30]([CH3:31])[CH3:32]>>[C:1]([CH3:2])(=[O:3])[N:4]([N:5]([C:6](=[O:7])[O:8][C:9]([CH3:10])([CH3:11])[CH3:12])[c:13]1[cH:14][cH:15][c:16]([C:19](=[O:20])[O:21][CH2:22][CH3:23])[cH:17][cH:18]1)[CH3:24].